Dataset: the Open Reaction Database (ORD), a public repository of structured organic reaction records. Task: describe an organic reaction: reactants, conditions, products, and yield Reactants: COCCBr, Cc1cccc(C#Cc2nc(C)n(-c3cc[nH]c(=O)c3)c2C)c1. Product: COCCn1ccc(-n2c(C)nc(C#Cc3cccc(C)c3)c2C)cc1=O. As a reaction SMILES: [Br:24][CH2:25][CH2:26][O:27][CH3:28].[CH3:1][c:2]1[n:3](-[c:17]2[cH:18][c:19](=[O:23])[nH:20][cH:21][cH:22]2)[c:4]([CH3:16])[c:5]([C:7]#[C:8][c:9]2[cH:10][c:11]([CH3:15])[cH:12][cH:13][cH:14]2)[n:6]1>>[CH3:1][c:2]1[n:3](-[c:17]2[cH:18][c:19](=[O:23])[n:20]([CH2:25][CH2:26][O:27][CH3:28])[cH:21][cH:22]2)[c:4]([CH3:16])[c:5]([C:7]#[C:8][c:9]2[cH:10][c:11]([CH3:15])[cH:12][cH:13][cH:14]2)[n:6]1. The reactants are O=C([O-])[O-], CCOC(=O)CC(=O)OCC, C1CCOC1, [Cs+], [Cs+], [Cu]I, CCCC1COc2cc(I)c(F)cc2C1, Oc1ccccc1-c1ccccc1. Yields the product CCCC1COc2cc(C(C(=O)OCC)C(=O)OCC)c(F)cc2C1. As a reaction SMILES: [C:1](=[O:2])([O-:3])[O-:4].[C:35]([CH2:36][C:37](=[O:38])[O:39][CH2:40][CH3:41])(=[O:42])[O:43][CH2:44][CH3:45].[CH2:46]1[O:47][CH2:48][CH2:49][CH2:50]1.[Cs+:5].[Cs+:6].[Cu:51][I:52].[F:20][c:21]1[cH:22][c:23]2[c:28]([cH:29][c:30]1[I:31])[O:27][CH2:26][CH:25]([CH2:32][CH2:33][CH3:34])[CH2:24]2.[c:7]1(-[c:8]2[cH:9][cH:10][cH:11][cH:12][c:13]2[OH:14])[cH:15][cH:16][cH:17][cH:18][cH:19]1>>[F:20][c:21]1[cH:22][c:23]2[c:28]([cH:29][c:30]1[CH:36]([C:35](=[O:42])[O:43][CH2:44][CH3:45])[C:37](=[O:38])[O:39][CH2:40][CH3:41])[O:27][CH2:26][CH:25]([CH2:32][CH2:33][CH3:34])[CH2:24]2.